This data is from the Open Reaction Database (ORD), a public repository of structured organic reaction records. The task is: describe an organic reaction: reactants, conditions, products, and yield Product: Cc1cnc2cnc(C3CC(C)NC(c4ccccc4)C3)[nH]c1-2, Cl, O. The reactants are Cc1cnc2cnc(C3CC(C)NC(c4ccccc4)C3)[nH]c1-2, CO, Cl. As a reaction SMILES: [CH3:1][CH:2]1[NH:3][CH:4]([c:18]2[cH:19][cH:20][cH:21][cH:22][cH:23]2)[CH2:5][CH:6]([c:8]2[n:9][cH:10][c:11]3[n:16][cH:15][c:14]([CH3:17])[c:12]-3[nH:13]2)[CH2:7]1.[CH3:25][OH:26].[ClH:24]>>[CH3:1][CH:2]1[NH:3][CH:4]([c:18]2[cH:19][cH:20][cH:21][cH:22][cH:23]2)[CH2:5][CH:6]([c:8]2[n:9][cH:10][c:11]3[n:16][cH:15][c:14]([CH3:17])[c:12]-3[nH:13]2)[CH2:7]1.[ClH:24].[OH2:26]. The reactants are C(CCC)C1=NC2=C(N1CC1=CC=C(C=C1)C=1C(=CC=CC1)C(=O)OC(C)(C)C)C(=CC=C2)OC (tert.butyl 4'-[(2-n-butyl-7-methoxy-benzimidazol-1-yl)-methyl]biphenyl-2-carboxylate), FC(C(=O)O)(F)F (trifluoroacetic acid). Yields the product C(CCC)C1=NC2=C(N1CC1=CC=C(C=C1)C=1C(=CC=CC1)C(=O)O)C(=CC=C2)OC (4'-[(2-n-Butyl-7-methoxy-benzimidazol-1-yl)-methyl]biphenyl-2-carboxylic acid). RXN SMILES: [CH2:1]([C:5]1[N:9]([CH2:10][C:11]2[CH:16]=[CH:15][C:14]([C:17]3[C:18]([C:23]([O:25]C(C)(C)C)=[O:24])=[CH:19][CH:20]=[CH:21][CH:22]=3)=[CH:13][CH:12]=2)[C:8]2[C:30]([O:34][CH3:35])=[CH:31][CH:32]=[CH:33][C:7]=2[N:6]=1)[CH2:2][CH2:3][CH3:4].FC(F)(F)C(O)=O>>[CH2:1]([C:5]1[N:9]([CH2:10][C:11]2[CH:12]=[CH:13][C:14]([C:17]3[C:18]([C:23]([OH:25])=[O:24])=[CH:19][CH:20]=[CH:21][CH:22]=3)=[CH:15][CH:16]=2)[C:8]2[C:30]([O:34][CH3:35])=[CH:31][CH:32]=[CH:33][C:7]=2[N:6]=1)[CH2:2][CH2:3][CH3:4]. Procedure details: Prepared in analogous manner to Example 9 from tert.butyl 4'-[(2-n-butyl-7-methoxy-benzimidazol-1-yl)-methyl]biphenyl-2-carboxylate and trifluoroacetic acid. Reactants: CC1=C(C(=NO1)C1=CC=CC=C1)C(=O)NN (5-methyl-3-phenyl-isoxazole-4-carboxylic acid hydrazide), FC1=C(C(=O)O)C=CC(=C1)F (2,4-difluorobenzoic acid). The product is FC1=C(C=CC(=C1)F)C=1OC(=NN1)C=1C(=NOC1C)C1=CC=CC=C1 (2-(2,4-Difluoro-phenyl)-5-(5-methyl-3-phenyl-isoxazol-4-yl)-[1,3,4]oxadiazole). Yield: 64.0%. As a reaction SMILES: [CH3:1][C:2]1[O:6][N:5]=[C:4]([C:7]2[CH:12]=[CH:11][CH:10]=[CH:9][CH:8]=2)[C:3]=1[C:13]([NH:15][NH2:16])=[O:14].[F:17][C:18]1[CH:26]=[C:25]([F:27])[CH:24]=[CH:23][C:19]=1[C:20](O)=O>>[F:17][C:18]1[CH:26]=[C:25]([F:27])[CH:24]=[CH:23][C:19]=1[C:20]1[O:14][C:13]([C:3]2[C:4]([C:7]3[CH:12]=[CH:11][CH:10]=[CH:9][CH:8]=3)=[N:5][O:6][C:2]=2[CH3:1])=[N:15][N:16]=1. Procedure details: As described for example 2, 5-methyl-3-phenyl-isoxazole-4-carboxylic acid hydrazide (200 mg, 0.92 mmol) was converted using 2,4-difluorobenzoic acid instead of o-toluic acid to the title compound (SiO2, heptane:ethyl acetate:dichloromethane=70:10:20 to 40:40:20, 199 mg, 64%) which was obtained as a white solid. MS: m/e=340.2 [M+H]+. Starting materials: NC=1C=C(C(=O)C2CCN(CC2)C)C=CC1 (4-[3-aminobenzoyl]-1-methylpiperidine), FC1=C(C(=O)Cl)C(=CC(=C1)F)F (2,4,6-trifluorobenzoyl chloride). Yields the product FC1=C(C(=O)NC=2C=C(C(=O)C3CCN(CC3)C)C=CC2)C(=CC(=C1)F)F (4-[3-(2,4,6-trifluorobenzamidyl)benzoyl]-1-methylpiperidine). As a reaction SMILES: [NH2:1][C:2]1[CH:3]=[C:4]([CH:14]=[CH:15][CH:16]=1)[C:5]([CH:7]1[CH2:12][CH2:11][N:10]([CH3:13])[CH2:9][CH2:8]1)=[O:6].[F:17][C:18]1[CH:26]=[C:25]([F:27])[CH:24]=[C:23]([F:28])[C:19]=1[C:20](Cl)=[O:21]>>[F:17][C:18]1[CH:26]=[C:25]([F:27])[CH:24]=[C:23]([F:28])[C:19]=1[C:20]([NH:1][C:2]1[CH:3]=[C:4]([CH:14]=[CH:15][CH:16]=1)[C:5]([CH:7]1[CH2:8][CH2:9][N:10]([CH3:13])[CH2:11][CH2:12]1)=[O:6])=[O:21]. Reported procedure: Beginning with 4-[3-aminobenzoyl]-1-methylpiperidine (25 mg, 0.115 mmol) and 2,4,6-trifluorobenzoyl chloride (30 μL, 0.229 mmol) and mixing for 24 h, 45.1 mg (>100%) of the title compound were recovered. Starting materials: CN1CCN(c2nc(-c3ccc(C4=NC5(CCCCC5)C(=O)O4)cc3)cs2)CC1, COC(=O)C(N)CCSC, CN(C)C=O, CCN(C(C)C)C(C)C, Cl. Product: COC(=O)C(CCSC)NC(=O)C1(NC(=O)c2ccc(-c3csc(N4CCN(C)CC4)n3)cc2)CCCCC1. RXN SMILES: [CH3:12][N:13]1[CH2:14][CH2:15][N:16]([c:19]2[s:20][cH:21][c:22](-[c:24]3[cH:25][cH:26][c:27]([C:30]4=[N:31][C:32]5([C:33](=[O:35])[O:34]4)[CH2:36][CH2:37][CH2:38][CH2:39][CH2:40]5)[cH:28][cH:29]3)[n:23]2)[CH2:17][CH2:18]1.[CH3:2][O:3][C:4]([CH:5]([NH2:6])[CH2:7][CH2:8][S:9][CH3:10])=[O:11].[CH3:50][N:51]([CH3:52])[CH:53]=[O:54].[CH:41]([N:42]([CH2:43][CH3:44])[CH:45]([CH3:46])[CH3:47])([CH3:48])[CH3:49].[ClH:1]>>[CH3:2][O:3][C:4]([CH:5]([NH:6][C:33]([C:32]1([NH:31][C:30]([c:27]2[cH:26][cH:25][c:24](-[c:22]3[cH:21][s:20][c:19]([N:16]4[CH2:15][CH2:14][N:13]([CH3:12])[CH2:18][CH2:17]4)[n:23]3)[cH:29][cH:28]2)=[O:34])[CH2:36][CH2:37][CH2:38][CH2:39][CH2:40]1)=[O:35])[CH2:7][CH2:8][S:9][CH3:10])=[O:11]. Starting materials: N1(C=NC=C1)C1=CC=C(OC=2C=CC(=C(C2)N(C(OC(C)(C)C)=O)C)[N+](=O)[O-])C=C1 (t-butyl N-{5-[4-(imidazole-1-yl)phenoxy]-2-nitrophenyl]-N-methylcarbamate). The reagents and catalysts are [Pd] (palladium on carbon). Solvent: CN(C=O)C (N,N-dimethylformamide). Product: NC1=C(C=C(C=C1)OC1=CC=C(C=C1)N1C=NC=C1)N(C(OC(C)(C)C)=O)C (t-Butyl N-{2-amino-5-[4-(imidazole-1-yl)phenoxy]phenyl}-N-methylcarbamate). Isolated yield 69.9%. Reaction SMILES: [N:1]1([C:6]2[CH:30]=[CH:29][C:9]([O:10][C:11]3[CH:12]=[CH:13][C:14]([N+:26]([O-])=O)=[C:15]([N:17]([CH3:25])[C:18](=[O:24])[O:19][C:20]([CH3:23])([CH3:22])[CH3:21])[CH:16]=3)=[CH:8][CH:7]=2)[CH:5]=[CH:4][N:3]=[CH:2]1>[Pd].CN(C)C=O>[NH2:26][C:14]1[CH:13]=[CH:12][C:11]([O:10][C:9]2[CH:8]=[CH:7][C:6]([N:1]3[CH:5]=[CH:4][N:3]=[CH:2]3)=[CH:30][CH:29]=2)=[CH:16][C:15]=1[N:17]([CH3:25])[C:18](=[O:24])[O:19][C:20]([CH3:21])([CH3:22])[CH3:23]. Procedure: In a similar manner to that described in Reference Example 7, a reaction was carried out using t-butyl N-{5-[4-(imidazole-1-yl)phenoxy]-2-nitrophenyl]-N-methylcarbamate (8.8 g), palladium on carbon (10%, 0.8 g) and N,N-dimethylformamide (160 ml) and the reaction mixture was purified to give the title compound (5.7 g). The reactants are CCOC(=O)C.CCCCCC (EtOAc Hexane), FC1=C(C(=CC=C1)F)N1C(C=CC2=C1N=C(N=C2C=2C=C(C(=O)NC=1SC=CN1)C=CC2C)SC)=O (3-[8-(2,6-difluorophenyl)-2-(methylthio)-7-oxo-7,8-dihydropyrido[2,3-d]pyrimidin-4-yl]-4-methyl-N-1,3-thiazol-2-ylbenzamide), C1=CC(=CC(=C1)Cl)C(=O)OO (mCPBA). Solvent: C(Cl)Cl (DCM). Reaction conditions: time 10 minute. Yields the product FC1=C(C(=CC=C1)F)N1C(C=CC2=C1N=C(N=C2C=2C=C(C(=O)NC=1SC=CN1)C=CC2C)S(=O)C)=O (3-[8-(2,6-difluorophenyl)-2-(methylsulfinyl)-7-oxo-7,8-dihydropyrido[2,3-d]pyrimidin-4-yl]-4-methyl-N-1,3-thiazol-2-ylbenzamide). Isolated yield 81.2%. As a reaction SMILES: [F:1][C:2]1[CH:7]=[CH:6][CH:5]=[C:4]([F:8])[C:3]=1[N:9]1[C:14]2[N:15]=[C:16]([S:34][CH3:35])[N:17]=[C:18]([C:19]3[CH:20]=[C:21]([CH:30]=[CH:31][C:32]=3[CH3:33])[C:22]([NH:24][C:25]3[S:26][CH:27]=[CH:28][N:29]=3)=[O:23])[C:13]=2[CH:12]=[CH:11][C:10]1=[O:36].C1C=C(Cl)C=C(C(OO)=[O:45])C=1.CCOC(C)=O.CCCCCC>C(Cl)Cl>[F:8][C:4]1[CH:5]=[CH:6][CH:7]=[C:2]([F:1])[C:3]=1[N:9]1[C:14]2[N:15]=[C:16]([S:34]([CH3:35])=[O:45])[N:17]=[C:18]([C:19]3[CH:20]=[C:21]([CH:30]=[CH:31][C:32]=3[CH3:33])[C:22]([NH:24][C:25]3[S:26][CH:27]=[CH:28][N:29]=3)=[O:23])[C:13]=2[CH:12]=[CH:11][C:10]1=[O:36] |f:2.3|. Procedure: A solution of 3-[8-(2,6-difluorophenyl)-2-(methylthio)-7-oxo-7,8-dihydropyrido[2,3-d]pyrimidin-4-yl]-4-methyl-N-1,3-thiazol-2-ylbenzamide (1.65 g, 3.16 mmol) in DCM (53 mL) was mixed with mCPBA (0.736 g, 4.75 mmol). The mixture was stirred at room temperature for about 10 minutes before directly loaded onto a column. Flash chromatography (mobile phase EtOAc/Hexane) then provided the title compound as a white solid 1.38 g (81%). MS (ES) m/z 538 (M+H)+; 1H-NMR (MeOD) δ 2.35 (s, 3 H), 2.81 (s, 3 H)...